Dataset: the Open Reaction Database (ORD), a public repository of structured organic reaction records. Task: describe an organic reaction: reactants, conditions, products, and yield Reactants: COc1ccc(-c2cccc(C(=O)Cl)c2)c(OC)c1OC, COc1ccc(-c2cccc(C(=O)O)c2)c(OC)c1OC, COC(=O)Cc1ccc(-c2ccccc2N)s1, O=C(Cl)C(=O)Cl, ClCCl, N#N, CN(C)C=O, c1ccncc1. Yields the product COC(=O)Cc1ccc(-c2ccccc2NC(=O)c2cccc(-c3ccc(OC)c(OC)c3OC)c2)s1. As a reaction SMILES: [CH3:30][O:31][c:32]1[c:33]([O:34][CH3:35])[c:36]([O:37][CH3:38])[cH:39][cH:40][c:41]1-[c:42]1[cH:43][cH:44][cH:45][c:46]([C:47]([Cl:48])=[O:49])[cH:50]1.[CH3:3][O:4][c:5]1[c:6](-[c:15]2[cH:16][c:17]([C:21](=[O:22])[OH:23])[cH:18][cH:19][cH:20]2)[cH:7][cH:8][c:9]([O:13][CH3:14])[c:10]1[O:11][CH3:12].[CH3:51][O:52][C:53]([CH2:54][c:55]1[s:56][c:57](-[c:60]2[c:61]([NH2:66])[cH:62][cH:63][cH:64][cH:65]2)[cH:58][cH:59]1)=[O:67].[Cl:24][C:25]([C:26]([Cl:27])=[O:28])=[O:29].[Cl:68][CH2:69][Cl:70].[N:1]#[N:2].[O:77]=[CH:78][N:79]([CH3:80])[CH3:81].[cH:71]1[cH:72][cH:73][n:74][cH:75][cH:76]1>>[CH3:3][O:4][c:5]1[c:6](-[c:15]2[cH:16][c:17]([C:21](=[O:23])[NH:66][c:61]3[c:60](-[c:57]4[s:56][c:55]([CH2:54][C:53]([O:52][CH3:51])=[O:67])[cH:59][cH:58]4)[cH:65][cH:64][cH:63][cH:62]3)[cH:18][cH:19][cH:20]2)[cH:7][cH:8][c:9]([O:13][CH3:14])[c:10]1[O:11][CH3:12]. Reactants: C(C=C)C1(C(CCCCC1(C)C)(C)C)O (1-Allyl-2,2,7,7-tetramethylcycloheptan-1-ol). Reagents/catalysts: [Pd] (Pd/C). Solvent: CCCCCC (n-hexane). Run at temperature 50 celsius. Product: C(CC)C1(C(CCCCC1(C)C)(C)C)O (1-n-propyl-2,2,7,7-tetramethylcycloheptan-1-ol). Yield: 62.3%. Reaction SMILES: [CH2:1]([C:4]1([OH:15])[C:10]([CH3:12])([CH3:11])[CH2:9][CH2:8][CH2:7][CH2:6][C:5]1([CH3:14])[CH3:13])[CH:2]=[CH2:3]>[Pd].CCCCCC>[CH2:1]([C:4]1([OH:15])[C:10]([CH3:12])([CH3:11])[CH2:9][CH2:8][CH2:7][CH2:6][C:5]1([CH3:14])[CH3:13])[CH2:2][CH3:3]. Procedure details: 1-Allyl-2,2,7,7-tetramethylcycloheptan-1-ol (15.00 g, 0.09 moles), 5 wt % Pd/C (1.00g, 0.33 wt % Pd) and n-hexane (20 ml) were added to an autoclave. The air in the autoclave was replaced by nitrogen, followed by applying to a H2 pressure of 50 atm and heating the autoclave to 50° C. under stirring. The reaction was determined as completed at the time when the gas absorption was stopped. It required about 2 hours in this case. The autoclave was cooled down to room temperature and returned to a n... Starting materials: [H-].[Na+] (sodium hydride), FC=1C=C(C=CC1)O (3-fluorophenol), NC1=NC(=NC=2N1N=C(N2)C=2OC=CC2)N2CC1N(CC2)CC(CC1)COS(=O)(=O)C (Methanesulfonic acid 2-(7-amino-2-furan-2-yl-[1,2,4]triazolo[1,5-a][1,3,5]triazin-5-yl)-octahydro-pyrido[1,2-a]pyrazin-7-ylmethyl ester). Run in CN(C)C=O (DMF), CN(C)C=O (DMF). Conditions: temperature 100 celsius. Yields the product FC1=C(OCC2CCC3N(CCN(C3)C3=NC=4N(C(=N3)N)N=C(N4)C=4OC=CC4)C2)C=CC=C1 ((7RS,9aSR)-5-[7-(2-Fluoro-phenoxymethyl)-octahydro-pyrido[1,2-a]pyrazin-2-yl]-2-furan-2-yl-[1,2,4]triazolo[1,5-a][1,3,5]triazin-7-ylamine). RXN SMILES: [F:1][C:2]1[CH:3]=[C:4](O)[CH:5]=[CH:6][CH:7]=1.[H-].[Na+].[NH2:11][C:12]1[N:17]2[N:18]=[C:19]([C:21]3[O:22][CH:23]=[CH:24][CH:25]=3)[N:20]=[C:16]2[N:15]=[C:14]([N:26]2[CH2:31][CH2:30][N:29]3[CH2:32][CH:33]([CH2:36][O:37]S(C)(=O)=O)[CH2:34][CH2:35][CH:28]3[CH2:27]2)[N:13]=1>CN(C=O)C>[F:1][C:2]1[CH:3]=[CH:4][CH:5]=[CH:6][C:7]=1[O:37][CH2:36][CH:33]1[CH2:32][N:29]2[CH2:30][CH2:31][N:26]([C:14]3[N:13]=[C:12]([NH2:11])[N:17]4[N:18]=[C:19]([C:21]5[O:22][CH:23]=[CH:24][CH:25]=5)[N:20]=[C:16]4[N:15]=3)[CH2:27][CH:28]2[CH2:35][CH2:34]1 |f:1.2|. Procedure details: A solution containing 3-fluorophenol (1.5 eq.) in DMF was treated with sodium hydride (60% oil dispersion, 4 eq.) for 2 hours at around 50° C. A solution containing containing methanesulfonic acid 2-(7-amino-2-furan-2-yl-[1,2,4]triazolo[1,5-a][1,3,5]triazin-5-yl)-octahydro-pyrido[1,2-a]pyrazin-7-ylmethyl ester (1 eq., see subpart (a) above) in DMF was added. The resulting mixture was then heated at around 100° C. for 24 hours. The solvent was removed, and the residue was dissolved in DMSO, filte... Reactants: NCC(O)C1=CC=CC=C1 (2-amino-1-phenylethanol), C(C)(=O)O[BH-](OC(C)=O)OC(C)=O.[Na+] (sodium triacetoxyborohydride), ClC1=C2CNC(C2=C(C=C1)C=1N(C2=CC=C(C=C2C1)C=O)C(=O)OC(C)(C)C)=O (4-chloro-7-[1-(tert-butoxycarbonyl)-5-formylindol-2-yl]isoindolinone). Solvent: ClCCl (dichloromethane). Product: ClC1=C2CNC(C2=C(C=C1)C=1N(C2=CC=C(C=C2C1)CNCC(C1=CC=CC=C1)O)C(=O)OC(C)(C)C)=O (4-chloro-7-[1-(tert-butoxycarbonyl)-5-[(2-hydroxy-2-phenylethyl)aminomethyl]indol-2-yl]isoindolinone). RXN SMILES: [Cl:1][C:2]1[CH:10]=[CH:9][C:8]([C:11]2[N:12]([C:22]([O:24][C:25]([CH3:28])([CH3:27])[CH3:26])=[O:23])[C:13]3[C:18]([CH:19]=2)=[CH:17][C:16]([CH:20]=O)=[CH:15][CH:14]=3)=[C:7]2[C:3]=1[CH2:4][NH:5][C:6]2=[O:29].[NH2:30][CH2:31][CH:32]([C:34]1[CH:39]=[CH:38][CH:37]=[CH:36][CH:35]=1)[OH:33].C(O[BH-](OC(=O)C)OC(=O)C)(=O)C.[Na+]>ClCCl>[Cl:1][C:2]1[CH:10]=[CH:9][C:8]([C:11]2[N:12]([C:22]([O:24][C:25]([CH3:27])([CH3:26])[CH3:28])=[O:23])[C:13]3[C:18]([CH:19]=2)=[CH:17][C:16]([CH2:20][NH:30][CH2:31][CH:32]([OH:33])[C:34]2[CH:39]=[CH:38][CH:37]=[CH:36][CH:35]=2)=[CH:15][CH:14]=3)=[C:7]2[C:3]=1[CH2:4][NH:5][C:6]2=[O:29] |f:2.3|. Procedure: In a similar manner to Step 1 of Example 56, 4-chloro-7-[1-(tert-butoxycarbonyl)-5-formylindol-2-yl]isoindolinone (20.0 mg, 0.0487 mmol) was dissolved in dichloromethane (0.5 mL). The solution was treated with 2-amino-1-phenylethanol (27 mg, 0.20 mmol) and sodium triacetoxyborohydride (32 mg, 0.15 mmol) to obtain 4-chloro-7-[1-(tert-butoxycarbonyl)-5-[(2-hydroxy-2-phenylethyl)aminomethyl]indol-2-yl]isoindolinone. Reactants: Br.N(C(=N)N)C=1SC=C(N1)CCCCN1C(C=2C(C1=O)=CC=CC2)=O (2-guanidino-4-(4-phthalimidobutyl)thiazole hydrobromide), [OH-].[K+] (potassium hydroxide), Cl (HCl). Run in O (water). Reaction conditions: temperature 100 celsius. Yields the product Cl.Br.N(C(=N)N)C=1SC=C(N1)CCCCN (2-guanidino-4-(4-aminobutyl)thiazole hydrobromide hydrochloride). Reaction SMILES: [BrH:1].[NH:2]([C:6]1[S:7][CH:8]=[C:9]([CH2:11][CH2:12][CH2:13][CH2:14][N:15]2C(=O)C3=CC=CC=C3C2=O)[N:10]=1)[C:3]([NH2:5])=[NH:4].[OH-].[K+].[ClH:28]>O>[ClH:28].[BrH:1].[NH:2]([C:6]1[S:7][CH:8]=[C:9]([CH2:11][CH2:12][CH2:13][CH2:14][NH2:15])[N:10]=1)[C:3]([NH2:5])=[NH:4] |f:0.1,2.3,6.7.8|. Reported procedure: A mixture of 2-guanidino-4-(4-phthalimidobutyl)thiazole hydrobromide (3.43 g.) and potassium hydroxide (1.68 g.) in water (50 ml.) was heated at 100° C. for 15 minutes. The reaction mixture was then acidified to pH 2 with 2 N HCl, and the mixture heated at 100° C. for 1 hour. The cooled reaction mixture was extracted three times with ethyl acetate, the aqueous layer was evaporated to dryness and to the residue was added toluene which was evaporated to dryness. The resulting gummy solid was disso... Reactants: COC(=O)C1(OC2=C(C1)C=C(C=C2)OC)C (5-methoxy-2-methyl-2,3-dihydro-benzofuran-2-carboxylic acid methyl ester), B(Br)(Br)Br (boron tribromide). Run in ClCCl (dichloromethane), ClCCl (dichloromethane), ClCCl (dichloromethane). Conditions: temperature 0 celsius, time 1 hour. Product: COC(=O)C1(OC2=C(C1)C=C(C=C2)O)C (5-Hydroxy-2-methyl-2,3-dihydro-benzofuran-2-carboxylic acid methyl ester). RXN SMILES: [CH3:1][O:2][C:3]([C:5]1([CH3:16])[CH2:9][C:8]2[CH:10]=[C:11]([O:14]C)[CH:12]=[CH:13][C:7]=2[O:6]1)=[O:4].B(Br)(Br)Br>ClCCl>[CH3:1][O:2][C:3]([C:5]1([CH3:16])[CH2:9][C:8]2[CH:10]=[C:11]([OH:14])[CH:12]=[CH:13][C:7]=2[O:6]1)=[O:4]. Procedure: 5-methoxy-2-methyl-2,3-dihydro-benzofuran-2-carboxylic acid methyl ester (0.32 g, 1.4 mmol) was dissolved in dichloromethane (10 mL) and cooled to 0° C. A solution of boron tribromide in dichloromethane (1.0 M, 3.5 mL, 3.5 mmol) was added. After 1 hr at 0° C., the reaction was diluted with dichloromethane and washed with brine. The organic phase was dried and concentrated. The residue was dissolved in 7:1 benzene:methanol (10 mL) and treated with TMSCHN2 (1.0 M in hexane) until gas evolution cea... The product is ClC=1C=C2C=C(NC2=CC1)C (5-CHLORO-2-METHYLINDOLE). As a reaction SMILES: Cl[NH:2][C:3]1[CH:8]=[CH:7][C:6]([Cl:9])=[CH:5][CH:4]=1.[CH3:10][CH2:11][C:12](=S)C>>[Cl:9][C:6]1[CH:5]=[C:4]2[C:3](=[CH:8][CH:7]=1)[NH:2][C:11]([CH3:12])=[CH:10]2. The yield is 72.0%. Procedure: This compound was prepared from N-chloro-4-chloroaniline and methylthioacetone following Method A, which gave 6.68 g (0.032 mol, 72%) of the sub-titled product: mp. 64°-64.5° (recr. from cyclohexane ir (KBr) 3350 cm-1 (NH); pmr (CCl4), 2.42 (1H,s,NH), 2.52 and 3.15 (1 resp. 2H,m,aromatic H), 7.72 and 7.90 (3H, s, CH3 and SCH3). Starting materials: ClNC1=CC=C(C=C1)Cl (N-chloro-4-chloroaniline), CCC(C)=S (methylthioacetone). Starting materials: [BH4-], CO, O=Cc1ccccc1[N+](=O)[O-], NC1CN(C(c2ccccc2)c2ccccc2)C1, [Na+]. Yields the product O=[N+]([O-])c1ccccc1CNC1CN(C(c2ccccc2)c2ccccc2)C1. As a reaction SMILES: [BH4-:30].[CH3:32][OH:33].[N+:19](=[O:20])([O-:21])[c:22]1[c:23]([CH:24]=[O:25])[cH:26][cH:27][cH:28][cH:29]1.[NH2:1][CH:2]1[CH2:3][N:4]([CH:6]([c:7]2[cH:8][cH:9][cH:10][cH:11][cH:12]2)[c:13]2[cH:14][cH:15][cH:16][cH:17][cH:18]2)[CH2:5]1.[Na+:31]>>[NH:1]([CH:2]1[CH2:3][N:4]([CH:6]([c:7]2[cH:8][cH:9][cH:10][cH:11][cH:12]2)[c:13]2[cH:14][cH:15][cH:16][cH:17][cH:18]2)[CH2:5]1)[CH2:24][c:23]1[c:22]([N+:19](=[O:20])[O-:21])[cH:29][cH:28][cH:27][cH:26]1. Reactants: CN1C(=NC2=C1C=CC(=C2)N(CC(=O)OCC)S(=O)(=O)C2=CC=CC=C2)C(C)(C)OC2=CC=C(C=C2)C#N (1-methyl-2-[1-(4-cyanophenoxy)-1-methyl-ethyl]-5-[N-(ethoxycarbonylmethyl)-benzenesulphonylamino]-benzimidazole), Cl (hydrochloric acid), C([O-])([O-])=O.[NH4+].[NH4+] (ammonium carbonate). The solvent is C(C)O (ethanol). The product is CN1C(=NC2=C1C=CC(=C2)N(CC(=O)OCC)S(=O)(=O)C2=CC=CC=C2)C(C)(C)OC2=CC=C(C=C2)C(N)=N (1-methyl-2-[1-(4-amidinophenoxy)-1-methyl-ethyl]-5-[N-(ethoxycarbonylmethyl)-benzenesulphonylamino]-benzimidazole). Reaction SMILES: [CH3:1][N:2]1[C:6]2[CH:7]=[CH:8][C:9]([N:11]([S:18]([C:21]3[CH:26]=[CH:25][CH:24]=[CH:23][CH:22]=3)(=[O:20])=[O:19])[CH2:12][C:13]([O:15][CH2:16][CH3:17])=[O:14])=[CH:10][C:5]=2[N:4]=[C:3]1[C:27]([O:30][C:31]1[CH:36]=[CH:35][C:34]([C:37]#[N:38])=[CH:33][CH:32]=1)([CH3:29])[CH3:28].Cl.C(=O)([O-])[O-].[NH4+:44].[NH4+]>C(O)C>[CH3:1][N:2]1[C:6]2[CH:7]=[CH:8][C:9]([N:11]([S:18]([C:21]3[CH:26]=[CH:25][CH:24]=[CH:23][CH:22]=3)(=[O:20])=[O:19])[CH2:12][C:13]([O:15][CH2:16][CH3:17])=[O:14])=[CH:10][C:5]=2[N:4]=[C:3]1[C:27]([O:30][C:31]1[CH:36]=[CH:35][C:34]([C:37](=[NH:44])[NH2:38])=[CH:33][CH:32]=1)([CH3:28])[CH3:29] |f:2.3.4|. Procedure: Prepared analogously to Example 1e from 1-methyl-2-[1-(4-cyanophenoxy)-1-methyl-ethyl]-5-[N-(ethoxycarbonylmethyl)-benzenesulphonylamino]-benzimidazole and ethanolic hydrochloric acid, ethanol and ammonium carbonate. Reactants: FC(C(=O)O)(F)F (Trifluoroacetic acid), O=C1N([C@H](CN1C=1C=NC(=CC1)C(F)(F)F)C(C)C)CC(=O)OC(C)(C)C (tert-butyl {(55)-2-oxo-5-(propan-2-yl)-3-[6-(trifluoromethyl)pyridin-3-yl]imidazolidin-1-yl}acetate), FC(C(=O)O)(F)F (trifluoroacetic acid). The solvent is C(Cl)(Cl)Cl (chloroform). Conditions: time 64 hour. Product: O=C1N([C@H](CN1C=1C=NC(=CC1)C(F)(F)F)C(C)C)CC(=O)O ({(5S)-2-oxo-5-(propan-2-yl)-3-[6-(trifluoromethyl)pyridin-3-yl]imidazolidin-1-yl}acetic acid). Yield: 60.6%. Reaction SMILES: FC(F)(F)C(O)=O.[O:8]=[C:9]1[N:13]([C:14]2[CH:15]=[N:16][C:17]([C:20]([F:23])([F:22])[F:21])=[CH:18][CH:19]=2)[CH2:12][C@H:11]([CH:24]([CH3:26])[CH3:25])[N:10]1[CH2:27][C:28]([O:30]C(C)(C)C)=[O:29]>C(Cl)(Cl)Cl>[O:8]=[C:9]1[N:13]([C:14]2[CH:15]=[N:16][C:17]([C:20]([F:23])([F:22])[F:21])=[CH:18][CH:19]=2)[CH2:12][C@H:11]([CH:24]([CH3:26])[CH3:25])[N:10]1[CH2:27][C:28]([OH:30])=[O:29]. Procedure details: Trifluoroacetic acid (30 mL) was added to a solution of tert-butyl {(55)-2-oxo-5-(propan-2-yl)-3-[6-(trifluoromethyl)pyridin-3-yl]imidazolidin-1-yl}acetate (4.44 g) in chloroform (20 mL), and the mixture was stirred at room temperature for 64 hr. Additional trifluoroacetic acid (9 mL) was added thereto, the resulting mixture was further stirred for 1 hr, and the reaction mixture was then concentrated under reduced pressure. A portion (6.5 g) of the residue was dissolved in diethyl ether, followe...